Dataset: the Open Reaction Database (ORD), a public repository of structured organic reaction records. Task: describe an organic reaction: reactants, conditions, products, and yield Reactants: C(C)(C)(C)C1=CC(=C(C=N1)C=1N([C@]([C@](N1)(C)C1=CC=C(C=C1)Cl)(C)C1=CC=C(C=C1)Cl)C(=O)N1CCC(CC1)O)OCC ([(4S,5R)-2-(6-tert-Butyl-4-ethoxy-pyridin-3-yl)-4,5-bis-(4-chloro-phenyl)-4,5-dimethyl-4,5-dihydro-imidazol-1-yl]-(4-hydroxy-piperidin-1-yl)-methanone), C(C=C)#N (acrylonitrile). The product is C(C)(C)(C)C1=CC(=C(C=N1)C=1N([C@]([C@](N1)(C)C1=CC=C(C=C1)Cl)(C)C1=CC=C(C=C1)Cl)C(=O)N1CCC(CC1)OCCC#N)OCC (3-{1-[(4S,5R)-2-(6-tert-Butyl-4-ethoxy-pyridin-3-yl)-4,5-bis-(4-chloro-phenyl)-4,5-dimethyl-4,5-dihydro-imidazole-1-carbonyl]-piperidin-4-yloxy}-propionitrile). RXN SMILES: [C:1]([C:5]1[N:10]=[CH:9][C:8]([C:11]2[N:12]([C:32]([N:34]3[CH2:39][CH2:38][CH:37]([OH:40])[CH2:36][CH2:35]3)=[O:33])[C@@:13]([C:25]3[CH:30]=[CH:29][C:28]([Cl:31])=[CH:27][CH:26]=3)([CH3:24])[C@@:14]([C:17]3[CH:22]=[CH:21][C:20]([Cl:23])=[CH:19][CH:18]=3)([CH3:16])[N:15]=2)=[C:7]([O:41][CH2:42][CH3:43])[CH:6]=1)([CH3:4])([CH3:3])[CH3:2].[C:44](#[N:47])[CH:45]=[CH2:46]>>[C:1]([C:5]1[N:10]=[CH:9][C:8]([C:11]2[N:12]([C:32]([N:34]3[CH2:39][CH2:38][CH:37]([O:40][CH2:46][CH2:45][C:44]#[N:47])[CH2:36][CH2:35]3)=[O:33])[C@@:13]([C:25]3[CH:30]=[CH:29][C:28]([Cl:31])=[CH:27][CH:26]=3)([CH3:24])[C@@:14]([C:17]3[CH:18]=[CH:19][C:20]([Cl:23])=[CH:21][CH:22]=3)([CH3:16])[N:15]=2)=[C:7]([O:41][CH2:42][CH3:43])[CH:6]=1)([CH3:2])([CH3:3])[CH3:4]. Procedure details: In a manner similar to the method described in example 177, [(4S,5R)-2-(6-tert-butyl-4-ethoxy-pyridin-3-yl)-4,5-bis-(4-chloro-phenyl)-4,5-dimethyl-4,5-dihydro-imidazol-1-yl]-(4-hydroxy-piperidin-1-yl)-methanone (example 101) was reacted with acrylonitrile (Aldrich) to give the title compound. HR-MS (ES, m/z) calculated for C37H44Cl2N5O3 [(M+H)+] 676.2816, observed 676.2815. Reactants: C(#N)C=1C(=C(C=C2C(C(=CN(C12)C1CC1)C(=O)O)=O)F)N1C[C@@H]2CCCN[C@@H]2C1 (8-cyano-1-cyclopropyl-7-((1S,6S)-2,8-diazabicyclo[4.3.0]nonan-8-yl)-6-fluoro-1,4-dihydro-4-oxo-3-quinolinecarboxylic acid), FC(C(=O)O)(F)F (trifluoroacetic acid). Run in C(C)O (ethanol). Yields the product FC(C(=O)O)(F)F.C(#N)C=1C(=C(C=C2C(C(=CN(C12)C1CC1)C(=O)O)=O)F)N1C[C@@H]2CCCN[C@@H]2C1 (8-Cyano-1-cyclopropyl-7-((1S,6S)-2,8-diazabicyclo[4.3.0]nonan-8-yl)-6-fluoro-1,4-dihydro-4-oxo-3-quinolinecarboxylic acid trifluoroacetate). Reaction SMILES: [C:1]([C:3]1[C:4]([N:21]2[CH2:29][C@@H:28]3[C@@H:23]([CH2:24][CH2:25][CH2:26][NH:27]3)[CH2:22]2)=[C:5]([F:20])[CH:6]=[C:7]2[C:12]=1[N:11]([CH:13]1[CH2:15][CH2:14]1)[CH:10]=[C:9]([C:16]([OH:18])=[O:17])[C:8]2=[O:19])#[N:2].[F:30][C:31]([F:36])([F:35])[C:32]([OH:34])=[O:33]>C(O)C>[F:30][C:31]([F:36])([F:35])[C:32]([OH:34])=[O:33].[C:1]([C:3]1[C:4]([N:21]2[CH2:29][C@@H:28]3[C@@H:23]([CH2:24][CH2:25][CH2:26][NH:27]3)[CH2:22]2)=[C:5]([F:20])[CH:6]=[C:7]2[C:12]=1[N:11]([CH:13]1[CH2:14][CH2:15]1)[CH:10]=[C:9]([C:16]([OH:18])=[O:17])[C:8]2=[O:19])#[N:2] |f:3.4|. Procedure details: 200 mg (0.50 mmol) of 8-cyano-1-cyclopropyl-7-((1S,6S)-2,8-diazabicyclo[4.3.0]nonan-8-yl)-6-fluoro-1,4-dihydro-4-oxo-3-quinolinecarboxylic acid are suspended in 3 ml of ethanol, and one equivalent of trifluoroacetic acid is added. The solution formed is heated under reflux for 30 minutes and then cooled. The resulting precipitate is filtered off with suction and washed with ether. Reactants: COc1cccc(OC(F)(F)F)c1, COc1ccccc1C1(NC(CC(N)=O)C(=O)N(C)C)C(=O)Nc2ccc(Cl)cc21, O=S(=O)(Cl)Cl. Product: COc1ccc(S(=O)(=O)N2C(=O)C(NC(CC(N)=O)C(=O)N(C)C)(c3ccccc3OC)c3cc(Cl)ccc32)c(OC(F)(F)F)c1. Reaction SMILES: [CH3:36][O:37][c:38]1[cH:39][c:40]([O:44][C:45]([F:46])([F:47])[F:48])[cH:41][cH:42][cH:43]1.[Cl:1][c:2]1[cH:3][c:4]2[c:8]([cH:9][cH:10]1)[NH:7][C:6](=[O:11])[C:5]2([c:12]1[c:13]([O:18][CH3:19])[cH:14][cH:15][cH:16][cH:17]1)[NH:20][CH:21]([C:22](=[O:23])[N:24]([CH3:25])[CH3:26])[CH2:27][C:28](=[O:29])[NH2:30].[S:31](=[O:32])(=[O:33])([Cl:34])[Cl:35]>>[Cl:1][c:2]1[cH:3][c:4]2[c:8]([cH:9][cH:10]1)[N:7]([S:31](=[O:32])(=[O:33])[c:41]1[c:40]([O:44][C:45]([F:46])([F:47])[F:48])[cH:39][c:38]([O:37][CH3:36])[cH:43][cH:42]1)[C:6](=[O:11])[C:5]2([c:12]1[c:13]([O:18][CH3:19])[cH:14][cH:15][cH:16][cH:17]1)[NH:20][CH:21]([C:22](=[O:23])[N:24]([CH3:25])[CH3:26])[CH2:27][C:28](=[O:29])[NH2:30]. Reactants: ClC1=CC(=C(N)C=C1N1C(CCC1)CN(C)C)[N+](=O)[O-] (4-chloro-5-(2-dimethylaminomethyl-pyrrolidin-1-yl)-2-nitroaniline). The reagents and catalysts are [Ni] (Ra—Ni). Run in CCOC(=O)C (EtOAc). Reaction conditions: time 19 hour. Yields the product ClC=1C=C(C(=CC1N1C(CCC1)CN(C)C)N)N (4-Chloro-5-(2-dimethylaminomethyl-pyrrolidin-1-yl)-benzene-1,2-diamine). As a reaction SMILES: [Cl:1][C:2]1[C:8]([N:9]2[CH2:13][CH2:12][CH2:11][CH:10]2[CH2:14][N:15]([CH3:17])[CH3:16])=[CH:7][C:5]([NH2:6])=[C:4]([N+:18]([O-])=O)[CH:3]=1>[Ni].CCOC(C)=O>[Cl:1][C:2]1[CH:3]=[C:4]([NH2:18])[C:5]([NH2:6])=[CH:7][C:8]=1[N:9]1[CH2:13][CH2:12][CH2:11][CH:10]1[CH2:14][N:15]([CH3:16])[CH3:17]. Procedure: A mixture of 4-chloro-5-(2-dimethylaminomethyl-pyrrolidin-1-yl)-2-nitroaniline (150 mg, 0.5 mmol), EtOAc (10 mL) and Ra—Ni (50 mg) was stirred for 19 h at rt under a hydrogen atmosphere (3.0 bar). Further catalyst was added and the hydrogenation was continued for 6 h at 40° C. The catalyst was removed by filtration, the filtrate was acidified with 1.25 M HCl in EtOH and concentrated to give the sub-title compound. As a reaction SMILES: [CH3:1][O:2][C:3]([CH2:4][CH2:5][CH2:6][CH2:7][c:8]1[o:9][c:10](-[c:13]2[c:14]([O:19][CH3:20])[cH:15][cH:16][cH:17][cH:18]2)[cH:11][n:12]1)=[O:21].[ClH:24].[Li+:23].[O:25]1[CH2:26][CH2:27][O:28][CH2:29][CH2:30]1.[OH-:22].[OH2:31]>>[O:2]=[C:3]([CH2:4][CH2:5][CH2:6][CH2:7][c:8]1[o:9][c:10](-[c:13]2[c:14]([O:19][CH3:20])[cH:15][cH:16][cH:17][cH:18]2)[cH:11][n:12]1)[OH:21]. Product: COc1ccccc1-c1cnc(CCCCC(=O)O)o1. Reactants: COC(=O)CCCCc1ncc(-c2ccccc2OC)o1, Cl, [Li+], C1COCCO1, [OH-], O.